From a dataset of the Open Reaction Database (ORD), a public repository of structured organic reaction records. describe an organic reaction: reactants, conditions, products, and yield The reactants are CC1(C2=C(C(=CC=C2)P(C3=CC=CC=C3)C4=CC=CC=C4)OC5=C(C=CC=C51)P(C6=CC=CC=C6)C7=CC=CC=C7)C (Xantphos), O.O.O.P(=O)([O-])([O-])[O-].[K+].[K+].[K+] (tripotassium phosphate trihydrate), CS(=O)(=O)C1=CC=C(C=C1)Br (4-bromophenyl methyl sulfone), C(C)(=O)C=1C=CC(=NC1)C (5-acetyl-2-methyl pyridine). Reagents/catalysts: C(C)(=O)[O-].[Pd+2].C(C)(=O)[O-] (palladium acetate). Run in O (water), O (water). Conditions: temperature 87.5 celsius. The product is crude product, CC1=CC=C(C=N1)C(CC1=CC=C(C=C1)S(=O)(=O)C)=O (1-(6-methylpyridin-3-yl)-2-[4-(methylsulfonyl)phenyl]ethanone). The yield is 90.1%. As a reaction SMILES: CC1(C)C2C(=C(P(C3C=CC=CC=3)C3C=CC=CC=3)C=CC=2)OC2C(P(C3C=CC=CC=3)C3C=CC=CC=3)=CC=CC1=2.O.O.O.P([O-])([O-])([O-])=O.[K+].[K+].[K+].[CH3:54][S:55]([C:58]1[CH:63]=[CH:62][C:61](Br)=[CH:60][CH:59]=1)(=[O:57])=[O:56].[C:65]([C:68]1[CH:69]=[CH:70][C:71]([CH3:74])=[N:72][CH:73]=1)(=[O:67])[CH3:66]>O.C([O-])(=O)C.[Pd+2].C([O-])(=O)C>[CH3:74][C:71]1[N:72]=[CH:73][C:68]([C:65](=[O:67])[CH2:66][C:61]2[CH:62]=[CH:63][C:58]([S:55]([CH3:54])(=[O:57])=[O:56])=[CH:59][CH:60]=2)=[CH:69][CH:70]=1 |f:1.2.3.4.5.6.7,11.12.13|. Procedure: To a four-neck round-bottom 250 ml flask equipped with mechanical stirring and condenser were added at 20-25° C. and under nitrogen atmosphere Xantphos, palladium acetate, tripotassium phosphate trihydrate, PVP, 4-bromophenyl methyl sulfone, 5-acetyl-2-methyl pyridine, water (50.00 ml). A vacuum/nitrogen cycle was repeated for at least three times at 20-25° C. The resulting reaction mixture was heated up to 85-90° C. and stirred for at least 24 h. The reaction mixture was transferred in an other... Starting materials: CN(C=O)C (dimethylformamide), P(O)(O)(O)=O (phosphoric acid), BrC1=CC2=C(OC(O2)(C2=CC=CC=C2)C2=CC=CC=C2)C=C1 (5-Bromo-2,2-diphenyl-1,3-benzodioxol), solution, C(CCC)[Li] (butyllithium). Solvent: C(C)(=O)OCC (ethyl acetate), O1CCCC1 (tetrahydrofuran), CCCCCC (n-hexane). Reaction conditions: temperature -10 celsius. The product is C1(=CC=CC=C1)C1(OC2=C(O1)C=CC(=C2)C=O)C2=CC=CC=C2 (2,2-diphenyl-1,3-benzodioxol-5-carbaldehyde). RXN SMILES: Br[C:2]1[CH:22]=[CH:21][C:5]2[O:6][C:7]([C:15]3[CH:20]=[CH:19][CH:18]=[CH:17][CH:16]=3)([C:9]3[CH:14]=[CH:13][CH:12]=[CH:11][CH:10]=3)[O:8][C:4]=2[CH:3]=1.C([Li])CCC.CN(C)[CH:30]=[O:31].P(=O)(O)(O)O>O1CCCC1.CCCCCC.C(OCC)(=O)C>[C:9]1([C:7]2([C:15]3[CH:20]=[CH:19][CH:18]=[CH:17][CH:16]=3)[O:6][C:5]3[CH:21]=[CH:22][C:2]([CH:30]=[O:31])=[CH:3][C:4]=3[O:8]2)[CH:14]=[CH:13][CH:12]=[CH:11][CH:10]=1. Procedure details: 5-Bromo-2,2-diphenyl-1,3-benzodioxol (70 g) in 440 ml of tetrahydrofuran are treated at -78° C. with 125 ml of a 1.6M solution of butyllithium in n-hexane. After 10 minutes 40 ml of dimethylformamide are added thereto and the mixture is left to warm to -10° C. Thereafter, 70 ml of 20% aqueous phosphoric acid and 500 ml of ethyl acetate are added, the organic phase is separated and evaporated. The residue is recrystallized from 130 ml of ethanol. 49.5 g of 2,2-diphenyl-1,3-benzodioxol-5-carbaldeh... The reactants are COCCOC=1C=C(C=O)C=CC1 (3-(2-methoxy-ethoxy)benzaldehyde), C(C)#N (acetonitrile). Product: COCCOC=1C=C(C=CC1)C(CC#N)O (3-(3-(2-methoxy-ethoxy)-phenyl)-3-hydroxypropionitrile). RXN SMILES: [CH3:1][O:2][CH2:3][CH2:4][O:5][C:6]1[CH:7]=[C:8]([CH:11]=[CH:12][CH:13]=1)[CH:9]=[O:10].[C:14](#[N:16])[CH3:15]>>[CH3:1][O:2][CH2:3][CH2:4][O:5][C:6]1[CH:7]=[C:8]([CH:9]([OH:10])[CH2:15][C:14]#[N:16])[CH:11]=[CH:12][CH:13]=1. Procedure details: Addition of acetonitrile to 3-(2-methoxy-ethoxy)benzaldehyde gave 3-(3-(2-methoxy-ethoxy)-phenyl)-3-hydroxypropionitrile as yellow oil. Yield (1.4 g, 63%): 1H NMR (400 MHz, CDCl3) δ 7.27-7.32 (m, 1H), 6.95-7.0 (m, 2H), 6.91 (dd, J=8.0, 1.8 Hz, 1H), 5.0 (t, J=6.2 Hz, 1H), 4.12 (t, J=4.8 Hz, 2H), 3.76 (t, J=4.8 Hz, 2H), 3.48 (s, 3H), 2.75 (d, J=6.2 Hz, 2H). Starting materials: O=C(O)c1cc(-c2ncc(C(F)(F)F)cc2Cl)ccc1Cl, O=S(Cl)Cl. Yields the product O=C(Cl)c1cc(-c2ncc(C(F)(F)F)cc2Cl)ccc1Cl. RXN SMILES: [Cl:1][c:2]1[c:3](-[c:12]2[cH:13][c:14]([C:19](=[O:20])[OH:21])[c:15]([Cl:18])[cH:16][cH:17]2)[n:4][cH:5][c:6]([C:8]([F:9])([F:10])[F:11])[cH:7]1.[S:22]([Cl:23])([Cl:24])=[O:25]>>[Cl:1][c:2]1[c:3](-[c:12]2[cH:13][c:14]([C:19](=[O:20])[Cl:24])[c:15]([Cl:18])[cH:16][cH:17]2)[n:4][cH:5][c:6]([C:8]([F:9])([F:10])[F:11])[cH:7]1. Starting materials: COC1=CC2=CC=CC=C2C=C1 (2-methoxynaphthalene), C(CCC)[Li] (n-butyllithium), BrCCBr (1,2-dibromoethane), [OH-].[Na+] (NaOH). The reagents and catalysts are C=1C=CC(=CC1)/C=C/C(=O)/C=C/C2=CC=CC=C2.C=1C=CC(=CC1)/C=C/C(=O)/C=C/C2=CC=CC=C2.C=1C=CC(=CC1)/C=C/C(=O)/C=C/C2=CC=CC=C2.[Pd].[Pd] (tris(dibenzylideneacetone)dipalladium). Run in C1CCOC1 (THF). Run at time 16 hour. The product is BrC1=CC2=CC=CC=C2C=C1OC (2-bromo-3-methoxynaphthalene). The yield is 58.4%. As a reaction SMILES: [CH3:1][O:2][C:3]1[CH:12]=[CH:11][C:10]2[C:5](=[CH:6][CH:7]=[CH:8][CH:9]=2)[CH:4]=1.C([Li])CCC.[Br:18]CCBr.[OH-].[Na+]>C1C=CC(/C=C/C(/C=C/C2C=CC=CC=2)=O)=CC=1.C1C=CC(/C=C/C(/C=C/C2C=CC=CC=2)=O)=CC=1.C1C=CC(/C=C/C(/C=C/C2C=CC=CC=2)=O)=CC=1.[Pd].[Pd].C1COCC1>[Br:18][C:12]1[C:3]([O:2][CH3:1])=[CH:4][C:5]2[C:10](=[CH:9][CH:8]=[CH:7][CH:6]=2)[CH:11]=1 |f:3.4,5.6.7.8.9|. Procedure: A RBF was charged 2-methoxynaphthalene (2.00 g, 12.64 mmol) and THF (30 mL) to give a clear solution. n-butyllithium (2.5M in hexanes) (5.66 mL, 14.16 mmol) was added dropwise. The flask was cooled in a dry ice-acetone bath for 10 min and 1,2-dibromoethane (1.634 mL, 18.96 mmol) was added dropwise. The reaction was warmed to room temperature and stirred for 16 hours. NaOH (1 M, 10 mL, 10 mmol 0 was added and the reaction was heated to reflux for 1 hour. The mixture was cooled to room temperature...